Dataset: the Open Reaction Database (ORD), a public repository of structured organic reaction records. Task: describe an organic reaction: reactants, conditions, products, and yield The reactants are CS(C)=O, CN1C(=O)CCN(C2CCCC2)c2nc(Nc3ccc(C(=O)O)cc3)ncc21, CN1CCC(N)CC1. Product: CN1CCC(NC(=O)c2ccc(Nc3ncc4c(n3)N(C3CCCC3)CCC(=O)N4C)cc2)CC1. Reaction SMILES: [CH3:37][S:38]([CH3:39])=[O:40].[CH:1]1([N:6]2[c:7]3[c:8]([cH:15][n:16][c:17]([NH:19][c:20]4[cH:21][cH:22][c:23]([C:24](=[O:25])[OH:26])[cH:27][cH:28]4)[n:18]3)[N:9]([CH3:14])[C:10](=[O:13])[CH2:11][CH2:12]2)[CH2:2][CH2:3][CH2:4][CH2:5]1.[NH2:29][CH:30]1[CH2:31][CH2:32][N:33]([CH3:36])[CH2:34][CH2:35]1>>[CH:1]1([N:6]2[c:7]3[c:8]([cH:15][n:16][c:17]([NH:19][c:20]4[cH:21][cH:22][c:23]([C:24](=[O:26])[NH:29][CH:30]5[CH2:31][CH2:32][N:33]([CH3:36])[CH2:34][CH2:35]5)[cH:27][cH:28]4)[n:18]3)[N:9]([CH3:14])[C:10](=[O:13])[CH2:11][CH2:12]2)[CH2:2][CH2:3][CH2:4][CH2:5]1.